From a dataset of the Open Reaction Database (ORD), a public repository of structured organic reaction records. describe an organic reaction: reactants, conditions, products, and yield The reactants are ClC1=CC(=C(N)C=C1C(=O)OC(C)C)F (4-chloro-2-fluoro-5-isopropoxycarbonylaniline), ClC(=O)OC(Cl)(Cl)Cl (trichloromethyl chloroformate). The solvent is C(C)(=O)OCC (ethyl acetate), C(C)(=O)OCC (ethyl acetate). Conditions: temperature 0 celsius. The product is ClC1=CC(=C(C=C1C(=O)OC(C)C)N=C=O)F (4-chloro-2-fluoro-5-isopropoxycarbonylphenyl isocyanate). Yield: 133.3%. RXN SMILES: Cl[C:2](OC(Cl)(Cl)Cl)=[O:3].[Cl:9][C:10]1[C:16]([C:17]([O:19][CH:20]([CH3:22])[CH3:21])=[O:18])=[CH:15][C:13]([NH2:14])=[C:12]([F:23])[CH:11]=1>C(OCC)(=O)C>[Cl:9][C:10]1[C:16]([C:17]([O:19][CH:20]([CH3:21])[CH3:22])=[O:18])=[CH:15][C:13]([N:14]=[C:2]=[O:3])=[C:12]([F:23])[CH:11]=1. Reported procedure: 5.4 ml (0.045 mol) of trichloromethyl chloroformate were added to 30 ml of ethyl acetate. The resulting solution was cooled to 0° C. A solution of 13.9 g (0.06 mol) of 4-chloro-2-fluoro-5-isopropoxycarbonylaniline in 25 ml of ethyl acetate were added dropwise to the above cooled solution over a period of 15 minutes. The mixture was stirred at a temperature of 0° to 10° C. for an hour, and then refluxed for two hours. The reaction mixture was concentrated to give 15.45 g (yield 99.9%) of the desi... Starting materials: CC1(OB(OC1(C)C)C1=CC=C(C=C1)O)C (4-(4,4,5,5-tetramethyl-1,3,2-dioxaborolan-2-yl)phenol), CC1=CC=C(C=C1)S(=O)(=O)OC1CCOCC1 (tetrahydro-2H-pyran-4-yl 4-methylbenzenesulfonate), C(=O)([O-])[O-].[K+].[K+] (K2CO3). Solvent: CN(C)C=O (DMF), C(C)(=O)OCC (ethyl acetate). Conditions: temperature 85 celsius. Product: CC1(OB(OC1(C)C)C1=CC=C(C=C1)OC1CCOCC1)C (4,4,5,5-tetramethyl-2-(4-(tetrahydro-2H-pyran-4-yloxy)phenyl)-1,3,2-dioxaborolane). Yield: 24.5%. RXN SMILES: [CH3:1][C:2]1([CH3:16])[C:6]([CH3:8])([CH3:7])[O:5][B:4]([C:9]2[CH:14]=[CH:13][C:12]([OH:15])=[CH:11][CH:10]=2)[O:3]1.CC1C=CC(S(O[CH:28]2[CH2:33][CH2:32][O:31][CH2:30][CH2:29]2)(=O)=O)=CC=1.C([O-])([O-])=O.[K+].[K+]>CN(C=O)C.C(OCC)(=O)C>[CH3:8][C:6]1([CH3:7])[C:2]([CH3:16])([CH3:1])[O:3][B:4]([C:9]2[CH:14]=[CH:13][C:12]([O:15][CH:28]3[CH2:33][CH2:32][O:31][CH2:30][CH2:29]3)=[CH:11][CH:10]=2)[O:5]1 |f:2.3.4|. Procedure details: A mixture of 4-(4,4,5,5-tetramethyl-1,3,2-dioxaborolan-2-yl)phenol (1 g, 4.5 mmole), tetrahydro-2H-pyran-4-yl 4-methylbenzenesulfonate (1.4 g, 5.4 mmole) and K2CO3 (1.3 g, 9 mmole) in DMF (10 mL) was heated at 85° C. for 20 h. The mixture was diluted with ethyl acetate, washed with water, dried over MgSO4, filtered, and concentrated under vacuum. The residue was purified by ISCO (silica gel, elute: 10% ethyl acetate in hexane) to give the title compound (335 mg, 24% yield) as a solid. MS (ESI) m...